From a dataset of the Open Reaction Database (ORD), a public repository of structured organic reaction records. describe an organic reaction: reactants, conditions, products, and yield Starting materials: N(=[N+]=[N-])C(C(=O)NC1(C(N(C1)S(=O)(=O)O)=O)OC)C1=CC=CC=C1 ((±)-3-[(Azidophenylacetyl)amino]-3-methoxy-2-oxo-1-azetidinesulfonic acid), [K] (potassium), FC(C(=O)O)(F)F (trifluoroacetic acid). The reagents and catalysts are [Pd] (palladium on carbon). Solvent: CO (methanol). Run at time 1 hour. The product is NC(C(=O)NC1(C(N(C1)S(=O)(=O)O)=O)OC)C1=CC=CC=C1 ((±)-3-[(Aminophenylacetyl)amino]-3-methoxy-2-oxo-1-azetidinesulfonic acid). Reaction SMILES: [N:1]([CH:4]([C:19]1[CH:24]=[CH:23][CH:22]=[CH:21][CH:20]=1)[C:5]([NH:7][C:8]1([O:17][CH3:18])[CH2:11][N:10]([S:12]([OH:15])(=[O:14])=[O:13])[C:9]1=[O:16])=[O:6])=[N+]=[N-].[K].FC(F)(F)C(O)=O>CO.[Pd]>[NH2:1][CH:4]([C:19]1[CH:24]=[CH:23][CH:22]=[CH:21][CH:20]=1)[C:5]([NH:7][C:8]1([O:17][CH3:18])[CH2:11][N:10]([S:12]([OH:15])(=[O:13])=[O:14])[C:9]1=[O:16])=[O:6] |^1:24|. Procedure details: (±)-3-[(Azidophenylacetyl)amino]-3-methoxy-2-oxo-1-azetidinesulfonic acid, potassium salt (209 mg; see Example 88) is dissolved in 60 ml of dry methanol. Anhydrous trifluoroacetic acid (0.6 ml) and 10% palladium on carbon (105 mg) are added and the mixture is hydrogenated for 1 hour. The catalyst is removed by filtration and the filtrate is evaporated in vacuo to yield 271 mg of crude product. Reactants: CC(CNCC(C)(C)C)(C)N1C=NC(=C1)[N+](=O)[O-] (2-methyl-N-neopentyl-2-(4-nitro-1H-imidazol-1-yl)propan-1-amine), FC=1C=C(C=C(C1)F)CC(=O)N[C@H](C(=O)O)C1=CC=CC=C1 ((S)-2-(2-(3,5-difluorophenyl)acetamido)-2-phenylacetic acid). Yields the product FC=1C=C(C=C(C1)F)CC(=O)N[C@H](C(=O)NC=1N=CN(C1)C(CNCC(C)(C)C)(C)C)C1=CC=CC=C1 ((S)-2-[2-(3,5-Difluoro-phenyl)-acetylamino]-N-{1-[2-(2,2-dimethyl-propylamino)-1,1-dimethyl-ethyl]-1H-imidazol-4-yl}-2-phenyl-acetamide). As a reaction SMILES: [CH3:1][C:2]([N:11]1[CH:15]=[C:14]([N+:16]([O-])=O)[N:13]=[CH:12]1)([CH3:10])[CH2:3][NH:4][CH2:5][C:6]([CH3:9])([CH3:8])[CH3:7].[F:19][C:20]1[CH:21]=[C:22]([CH2:27][C:28]([NH:30][C@@H:31]([C:35]2[CH:40]=[CH:39][CH:38]=[CH:37][CH:36]=2)[C:32](O)=[O:33])=[O:29])[CH:23]=[C:24]([F:26])[CH:25]=1>>[F:19][C:20]1[CH:21]=[C:22]([CH2:27][C:28]([NH:30][C@@H:31]([C:35]2[CH:40]=[CH:39][CH:38]=[CH:37][CH:36]=2)[C:32]([NH:16][C:14]2[N:13]=[CH:12][N:11]([C:2]([CH3:10])([CH3:1])[CH2:3][NH:4][CH2:5][C:6]([CH3:9])([CH3:8])[CH3:7])[CH:15]=2)=[O:33])=[O:29])[CH:23]=[C:24]([F:26])[CH:25]=1. Reported procedure: 2-methyl-N-neopentyl-2-(4-nitro-1H-imidazol-1-yl)propan-1-amine (U.S. Ser. No. 11/078,898 filed Mar. 11, 2005) was reduced and coupled with (S)-2-(2-(3,5-difluorophenyl)acetamido)-2-phenylacetic acid to afford the title compound: MS 512 m/z (M+1). The reactants are C(#N)C1=C(OCC(CCl)O)C=CC(=C1)NC(=O)C1CCC1 (1-(2-cyano-4-cyclobutylcarbonylamino-phenoxy)-3-chloro-propan-2-ol), C(C)(C)(C)N (tert. butylamine). The solvent is C(C)O (ethanol). Yields the product C(#N)C1=C(OCC(CNC(C)(C)C)O)C=CC(=C1)NC(=O)C1CCC1 (1-(2-Cyano-4-cyclobutylcarbonylamino-phenoxy)-3-tert. butylamino-propan-2-ol). Reaction SMILES: [C:1]([C:3]1[CH:14]=[C:13]([NH:15][C:16]([CH:18]2[CH2:21][CH2:20][CH2:19]2)=[O:17])[CH:12]=[CH:11][C:4]=1[O:5][CH2:6][CH:7]([OH:10])[CH2:8]Cl)#[N:2].[C:22]([NH2:26])([CH3:25])([CH3:24])[CH3:23]>C(O)C>[C:1]([C:3]1[CH:14]=[C:13]([NH:15][C:16]([CH:18]2[CH2:21][CH2:20][CH2:19]2)=[O:17])[CH:12]=[CH:11][C:4]=1[O:5][CH2:6][CH:7]([OH:10])[CH2:8][NH:26][C:22]([CH3:25])([CH3:24])[CH3:23])#[N:2]. Procedure: 7.5 gm (0.024 mol) of 1-(2-cyano-4-cyclobutylcarbonylamino-phenoxy)-3-chloro-propan-2-ol were dissolved in 80 ml of ethanol, and the solution was mixed with 8.7 gm (0.12 mol) of tert. butylamine, and the mixture was refluxed for four hours. The solvent was distilled off in vacuo, the residue was extracted by shaking with dilute hydrochloric acid with the addition of ether, and the organic phase was separated. The aqueous phase was washed with ether and made alkaline with NH4OH. The base which pr... The reactants are C1(CCCC1)OC=1C=C(C(=CC1OC)[N+](=O)[O-])C(CCC1=C(C=NC=C1Cl)Cl)=O (1-(3-cyclopentyloxy-4-methoxy-6-nitro-phenyl)-2-(3,5-dichloro-pyridin-4-yl-methyl)-ethanone). Reagents/catalysts: [Fe] (iron). The solvent is C(C)(=O)O (acetic acid). The product is NC1=CC(=C(C=C1C(CCC1=C(C=NC=C1Cl)Cl)=O)OC1CCCC1)OC (1-(6-Amino-3-cyclopentyloxy-4-methoxy-phenyl)-2-(3,5-dichloro-pyridin-4-yl-methyl)-ethanone). The yield is 75.0%. As a reaction SMILES: [CH:1]1([O:6][C:7]2[CH:8]=[C:9]([C:18](=[O:29])[CH2:19][CH2:20][C:21]3[C:26]([Cl:27])=[CH:25][N:24]=[CH:23][C:22]=3[Cl:28])[C:10]([N+:15]([O-])=O)=[CH:11][C:12]=2[O:13][CH3:14])[CH2:5][CH2:4][CH2:3][CH2:2]1>C(O)(=O)C.[Fe]>[NH2:15][C:10]1[C:9]([C:18](=[O:29])[CH2:19][CH2:20][C:21]2[C:26]([Cl:27])=[CH:25][N:24]=[CH:23][C:22]=2[Cl:28])=[CH:8][C:7]([O:6][CH:1]2[CH2:2][CH2:3][CH2:4][CH2:5]2)=[C:12]([O:13][CH3:14])[CH:11]=1. Reported procedure: Operating analogously to example 31 using 1-(3-cyclopentyloxy-4-methoxy-6-nitro-phenyl)-2-(3,5-dichloro-pyridin-4-yl-methyl)-ethanone (26.75 g, 63 moles), obtained as described in example 38, and iron dust (21.1 g, 378 moles) in acetic acid (120 ml) 18.7 g of the title product were obtained (yield: 75%). Reactants: C(C)(=O)N1CCC(CC1)CNC(=S)NC1=C(C=CC=C1)F (N-[(1-acetyl-4-piperidinyl)methyl]-N'-(2-fluorophenyl)thiourea), FC1=CC(=C(C=C1)C(C)=O)O (1-(4-fluoro-2-hydroxyphenyl)ethanone), ClCC1=CC=CC=C1 ((chloromethyl)benzene), C([O-])([O-])=O.[K+].[K+] (potassium carbonate), [I-].[K+] (potassium iodide). The solvent is CC(C)=O (2-propanone). Conditions: time 8 hour. Product: N(=C=S)C1=CC2=C(OCCO2)C=C1 (2,3-dihydro-6-isothiocyanato-1,4-benzodioxin), FC1=CC(=C(C=C1)C(C)=O)OCC1=CC=CC=C1 (1-[4-fluoro-2-(phenylmethoxy)phenyl]ethanone). Yield: 58.0%. RXN SMILES: C(N1CCC(CN[C:12]([NH:14][C:15]2[CH:20]=[CH:19][CH:18]=[CH:17][C:16]=2F)=[S:13])CC1)(=O)C.[F:22][C:23]1[CH:28]=[CH:27][C:26]([C:29](=[O:31])[CH3:30])=[C:25]([OH:32])[CH:24]=1.Cl[CH2:34][C:35]1[CH:40]=[CH:39][CH:38]=[CH:37][CH:36]=1.C(=O)([O-])[O-:42].[K+].[K+].[I-].[K+]>CC(=O)C>[N:14]([C:15]1[CH:16]=[CH:17][C:18]2[O:42][CH2:30][CH2:29][O:31][C:19]=2[CH:20]=1)=[C:12]=[S:13].[F:22][C:23]1[CH:28]=[CH:27][C:26]([C:29](=[O:31])[CH3:30])=[C:25]([O:32][CH2:34][C:35]2[CH:40]=[CH:39][CH:38]=[CH:37][CH:36]=2)[CH:24]=1 |f:3.4.5,6.7|. Procedure details: A mixture of 13 parts of 1-(4-fluoro-2-hydroxyphenyl)ethanone, 14.9 parts of (chloromethyl)benzene, 16.4 parts of potassium carbonate, 0.1 parts of potassium iodide and 120 parts of 2-propanone was stirred overnight at reflux temperature. The reaction mixture was evaporated. The reaction mixture was poured into water. The product was extracted three times with trichloromethane. The combined extracts were dried, filtered and evaporated. The residue was crystallized from a mixture of 2-propanol an... Starting materials: Cc1c(NC(N)=S)ccc(-n2cccn2)c1CNC(=O)OC(C)(C)C, CCI, CC#N. Product: CCSC(=N)Nc1ccc(-n2cccn2)c(CNC(=O)OC(C)(C)C)c1C. RXN SMILES: [C:1]([CH3:2])([CH3:3])([CH3:4])[O:5][C:6](=[O:7])[NH:8][CH2:9][c:10]1[c:11]([CH3:25])[c:12]([NH:21][C:22](=[S:23])[NH2:24])[cH:13][cH:14][c:15]1-[n:16]1[n:17][cH:18][cH:19][cH:20]1.[CH2:26]([CH3:27])[I:28].[CH3:29][C:30]#[N:31]>>[C:1]([CH3:2])([CH3:3])([CH3:4])[O:5][C:6](=[O:7])[NH:8][CH2:9][c:10]1[c:11]([CH3:25])[c:12]([NH:21][C:22]([S:23][CH2:26][CH3:27])=[NH:24])[cH:13][cH:14][c:15]1-[n:16]1[n:17][cH:18][cH:19][cH:20]1.